This data is from the Open Reaction Database (ORD), a public repository of structured organic reaction records. The task is: describe an organic reaction: reactants, conditions, products, and yield The reactants are C1CCOC1, COC(=O)COc1cccc2c1c1c(n2Cc2ccccc2)CCC1C(N)=O, CO, [Li+], [OH-]. Yields the product NC(=O)C1CCc2c1c1c(OCC(=O)O)cccc1n2Cc1ccccc1. As a reaction SMILES: [CH2:31]1[O:32][CH2:33][CH2:34][CH2:35]1.[CH3:1][O:2][C:3]([CH2:4][O:5][c:6]1[c:7]2[c:8]3[c:9]([n:10]([CH2:15][c:16]4[cH:17][cH:18][cH:19][cH:20][cH:21]4)[c:11]2[cH:12][cH:13][cH:14]1)[CH2:22][CH2:23][CH:24]3[C:25]([NH2:26])=[O:27])=[O:28].[CH3:36][OH:37].[Li+:30].[OH-:29]>>[O:2]=[C:3]([CH2:4][O:5][c:6]1[c:7]2[c:8]3[c:9]([n:10]([CH2:15][c:16]4[cH:17][cH:18][cH:19][cH:20][cH:21]4)[c:11]2[cH:12][cH:13][cH:14]1)[CH2:22][CH2:23][CH:24]3[C:25]([NH2:26])=[O:27])[OH:28].